From a dataset of the Open Reaction Database (ORD), a public repository of structured organic reaction records. describe an organic reaction: reactants, conditions, products, and yield Starting materials: CC(C)(C)OC(=O)c1cc(Cl)c(N)cc1F, ClCCl, O=C(O)C(F)(F)F. The product is Nc1cc(F)c(C(=O)O)cc1Cl. As a reaction SMILES: [C:1]([CH3:2])([CH3:3])([CH3:4])[O:5][C:6]([c:7]1[c:8]([F:15])[cH:9][c:10]([NH2:14])[c:11]([Cl:13])[cH:12]1)=[O:16].[Cl:24][CH2:25][Cl:26].[OH:17][C:18]([C:19]([F:20])([F:21])[F:22])=[O:23]>>[O:5]=[C:6]([c:7]1[c:8]([F:15])[cH:9][c:10]([NH2:14])[c:11]([Cl:13])[cH:12]1)[OH:16].